Dataset: the Open Reaction Database (ORD), a public repository of structured organic reaction records. Task: describe an organic reaction: reactants, conditions, products, and yield Starting materials: C(C)(C)(C)OC(=O)N1CCC(CC1)C=1C=C2C(=NN(C2=CC1)C(=O)OC(C)(C)C)I (tert-butyl 5-[1-(tert-butoxycarbonyl)piperidin-4-yl]-3-iodo-1H-indazole-1-carboxylate), C[Si](C)(C)C#C ((Trimethylsilyl)acetylene), TEA. The reagents and catalysts are Cl[Pd]([P](C1=CC=CC=C1)(C2=CC=CC=C2)C3=CC=CC=C3)([P](C4=CC=CC=C4)(C5=CC=CC=C5)C6=CC=CC=C6)Cl (bis(triphenylphosphine)palladium(II) chloride). Solvent: CCOC(=O)C (EtOAc). Run at temperature 70 celsius. Product: C(C)(C)(C)OC(=O)N1CCC(CC1)C=1C=C2C(=NN(C2=CC1)C(=O)OC(C)(C)C)C#C[Si](C)(C)C (tert-butyl 5-[1-(tert-butoxycarbonyl)piperidin-4-yl]-3-[(trimethylsilyl)ethynyl]-1H-indazole-1-carboxylate). Isolated yield 105.7%. As a reaction SMILES: [C:1]([O:5][C:6]([N:8]1[CH2:13][CH2:12][CH:11]([C:14]2[CH:15]=[C:16]3[C:20](=[CH:21][CH:22]=2)[N:19]([C:23]([O:25][C:26]([CH3:29])([CH3:28])[CH3:27])=[O:24])[N:18]=[C:17]3I)[CH2:10][CH2:9]1)=[O:7])([CH3:4])([CH3:3])[CH3:2].[CH3:31][Si:32]([C:35]#[CH:36])([CH3:34])[CH3:33]>CCOC(C)=O.Cl[Pd](Cl)([P](C1C=CC=CC=1)(C1C=CC=CC=1)C1C=CC=CC=1)[P](C1C=CC=CC=1)(C1C=CC=CC=1)C1C=CC=CC=1>[C:1]([O:5][C:6]([N:8]1[CH2:13][CH2:12][CH:11]([C:14]2[CH:15]=[C:16]3[C:20](=[CH:21][CH:22]=2)[N:19]([C:23]([O:25][C:26]([CH3:29])([CH3:28])[CH3:27])=[O:24])[N:18]=[C:17]3[C:36]#[C:35][Si:32]([CH3:34])([CH3:33])[CH3:31])[CH2:10][CH2:9]1)=[O:7])([CH3:4])([CH3:3])[CH3:2] |^1:45,64|. Reported procedure: A suspension of tert-butyl 5-[1-(tert-butoxycarbonyl)piperidin-4-yl]-3-iodo-1H-indazole-1-carboxylate (200 mg; 0.38 mmol; 1.0 eq.), (Trimethylsilyl)acetylene (53 μl; 0.38 mmol; 1.0 eq.), TEA (158 μl) and bis(triphenylphosphine)palladium(II) chloride (10.7 mg; 0.02 mmol; 0.04 eq.) was heated at 70° C. overnight in a sealed tube. The reaction mixture was diluted with EtOAc and washed with a saturated solution of NH4Cl and brine. The organic phase was dried over magnesium sulfate, filtered and conc...